Dataset: the Open Reaction Database (ORD), a public repository of structured organic reaction records. Task: describe an organic reaction: reactants, conditions, products, and yield RXN SMILES: [NH2:1][C@H:2]1[CH2:7][CH2:6][CH2:5][CH2:4][C@H:3]1[NH:8][C:9]1[N:14]=[C:13]([NH:15][C:16]2[CH:21]=[CH:20][C:19](C3ON=CC=3)=[CH:18][CH:17]=2)[C:12]([C:27]([NH2:29])=[O:28])=[CH:11][N:10]=1.[CH3:30][C:31]1[O:35][N:34]=[C:33](C2C=C(C=CC=2)N)[N:32]=1>>[NH2:1][C@H:2]1[CH2:7][CH2:6][CH2:5][CH2:4][C@H:3]1[NH:8][C:9]1[N:14]=[C:13]([NH:15][C:16]2[CH:21]=[CH:20][CH:19]=[C:18]([C:33]3[N:32]=[C:31]([CH3:30])[O:35][N:34]=3)[CH:17]=2)[C:12]([C:27]([NH2:29])=[O:28])=[CH:11][N:10]=1. Yields the product N[C@@H]1[C@@H](CCCC1)NC1=NC=C(C(=N1)NC1=CC(=CC=C1)C1=NOC(=N1)C)C(=O)N (2-((1R,2S)-2-aminocyclohexylamino)-4-(3-(5-methyl-1,2,4-oxadiazol-3-yl)phenylamino)pyrimidine-5-carboxamide). Reported procedure: This compound was synthesised using the synthetic scheme described for the synthesis of compound 122, and using 3-(5-methyl-1,2,4-oxadiazol-3-yl)aniline in step 1. MS: 409.28 (M+H). Starting materials: N[C@@H]1[C@@H](CCCC1)NC1=NC=C(C(=N1)NC1=CC=C(C=C1)C1=CC=NO1)C(=O)N (2-((1R,2S)-2-aminocyclohexylamino)-4-(4-(isoxazol-5-yl)phenylamino)pyrimidine-5-carboxamide), CC1=NC(=NO1)C=1C=C(N)C=CC1 (3-(5-methyl-1,2,4-oxadiazol-3-yl)aniline). As a reaction SMILES: [CH2:1]([O:3][C:4](=[O:18])[C:5]1[CH:15]=[C:14]([OH:16])[C:8]([C:9]([O:11][CH2:12][CH3:13])=[O:10])=[CH:7][C:6]=1[OH:17])[CH3:2].Br[CH2:20][CH2:21][CH2:22][CH2:23][CH2:24][CH2:25][Br:26].C([O-])([O-])=O.[K+].[K+].[Na+].[I-]>CC(C)=O>[CH2:1]([O:3][C:4](=[O:18])[C:5]1[CH:15]=[C:14]([O:16][CH2:20][CH2:21][CH2:22][CH2:23][CH2:24][CH2:25][Br:26])[C:8]([C:9]([O:11][CH2:12][CH3:13])=[O:10])=[CH:7][C:6]=1[O:17][CH2:20][CH2:21][CH2:22][CH2:23][CH2:24][CH2:25][Br:26])[CH3:2] |f:2.3.4,5.6|. Product: C(C)OC(C1=C(C=C(C(=O)OCC)C(=C1)OCCCCCCBr)OCCCCCCBr)=O (diethyl-2,5-bis-(6-bromohexoxy)terephthalate). Starting materials: C(C)OC(C1=C(C=C(C(=O)OCC)C(=C1)O)O)=O (diethyl-2,5-dihydroxyterephthalate), BrCCCCCCBr (1,6-dibromohexane), C(=O)([O-])[O-].[K+].[K+] (K2CO3), [Na+].[I-] (NaI). Procedure details: 25.4 g (0.1 mol) diethyl-2,5-dihydroxyterephthalate, 232 ml (1.5 mol) 1,6-dibromohexane, 130 g (0.94 mol) K2CO3 and 200 mg NaI in 200 ml acetone are heated under reflux for 12 hours. The initially yellow suspension decolorizes. After distilling off the solvent, 1200 ml diethyl ether are added to the reaction mixture and the whole is washed twice, each time with 200 ml water. The organic phase is then dried over Na2SO4 and the solvent is distilled off. The colourless product which crystallized ou... Solvent: CC(=O)C (acetone).